The task is: describe an organic reaction: reactants, conditions, products, and yield. This data is from the Open Reaction Database (ORD), a public repository of structured organic reaction records. Reactants: C(=O)(C=1NC=CN1)C=1NC=CN1 (carbonyl-diimidazole), FC(C1=C(C=NC=C1)C(=O)O)(F)F (4-trifluoromethyl-3-pyridinecarboxylic acid), C(C)(C)(C)OC(=O)CC(N)=NO (tert-butoxycarbonylacetamide oxime). The solvent is C1CCOC1 (THF), C1CCOC1 (THF). Reaction conditions: time 30 minute. The product is NC(CC(=O)OC(C)(C)C)=NOC(=O)C=1C=NC=CC1C(F)(F)F (Tert-butyl 3-Amino-3-(4-trifluoromethyl-3-pyridinecarbonyloxy-imino)propionate). Isolated yield 51.6%. Reaction SMILES: [F:1][C:2]([F:13])([F:12])[C:3]1[CH:8]=[CH:7][N:6]=[CH:5][C:4]=1[C:9]([OH:11])=[O:10].C(C1NC=CN=1)(C1NC=CN=1)=O.[C:26]([O:30][C:31]([CH2:33][C:34](=[N:36]O)[NH2:35])=[O:32])([CH3:29])([CH3:28])[CH3:27]>C1COCC1>[NH2:36][C:34](=[N:35][O:10][C:9]([C:4]1[CH:5]=[N:6][CH:7]=[CH:8][C:3]=1[C:2]([F:1])([F:12])[F:13])=[O:11])[CH2:33][C:31]([O:30][C:26]([CH3:28])([CH3:27])[CH3:29])=[O:32]. Procedure details: 30 g of 4-trifluoromethyl-3-pyridinecarboxylic acid is initially charged in 150 ml of dry THF and, a little at a time, admixed with 25.3 g of carbonyl-diimidazole. The mixture is stirred at room temperature for 30 min. 27.2 g of tert-butoxycarbonylacetamide oxime dissolved in 150 ml of THF are then added dropwise. The mixture is stirred overnight, the solvent is evaporated and the residue is taken up in ethyl acetate, washed three times with 1 M sulfuric acid and once with saturated sodium bicar... The yield is 40.4%. Reaction conditions: time 24 hour. Reactants: [H-].C(C(C)C)[Al+]CC(C)C (Diisobutylaluminium hydride), C(C)(C)(C)OC(=O)NC=1C=C(C=CC1)CCC(=O)OCC (ethyl 3-(3-tert-butoxycarbonylaminophenyl)propionate), Cl (hydrochloric acid). Run in O1CCCC1 (tetrahydrofuran). Procedure details: Diisobutylaluminium hydride (1.5 M in toluene, 57.0 ml, 85.5 mmol) was added dropwise to a stirred solution of ethyl 3-(3-tert-butoxycarbonylaminophenyl)propionate (9.35 g, 31.9 mmol) in tetrahydrofuran (100 ml) at 0° C. and the mixture was stirred at room temperature for 24 hours. 2N-hydrochloric acid was added to the mixture and the mixture was extracted with ethyl acetate. The extract was successively washed with water saturated aqueous NaHCO3 and brine, dried over MgSO4 and concentrated in v... Product: C(C)(C)(C)OC(=O)NC=1C=C(C=CC1)CCCO (3-(3-tert-butoxycarbonylaminophenyl)propanol). As a reaction SMILES: [H-].C([Al+]CC(C)C)C(C)C.[C:11]([O:15][C:16]([NH:18][C:19]1[CH:20]=[C:21]([CH2:25][CH2:26][C:27](OCC)=[O:28])[CH:22]=[CH:23][CH:24]=1)=[O:17])([CH3:14])([CH3:13])[CH3:12].Cl>O1CCCC1>[C:11]([O:15][C:16]([NH:18][C:19]1[CH:20]=[C:21]([CH2:25][CH2:26][CH2:27][OH:28])[CH:22]=[CH:23][CH:24]=1)=[O:17])([CH3:14])([CH3:13])[CH3:12] |f:0.1|. The reactants are CCOc1nc(C(C)(C)C)ncc1C1=NC(C)(c2ccc(Cl)cc2)C(C)(c2ccc(Cl)cc2)N1C(=O)Cl, O=C1CNCCN1. The product is CCOc1nc(C(C)(C)C)ncc1C1=NC(C)(c2ccc(Cl)cc2)C(C)(c2ccc(Cl)cc2)N1C(=O)N1CCNC(=O)C1. RXN SMILES: [C:1]([CH3:2])([CH3:3])([CH3:4])[c:5]1[n:6][cH:7][c:8]([C:14]2=[N:18][C:17]([CH3:19])([c:20]3[cH:21][cH:22][c:23]([Cl:26])[cH:24][cH:25]3)[C:16]([CH3:27])([c:28]3[cH:29][cH:30][c:31]([Cl:34])[cH:32][cH:33]3)[N:15]2[C:35](=[O:36])[Cl:37])[c:9]([O:11][CH2:12][CH3:13])[n:10]1.[NH:38]1[C:39](=[O:44])[CH2:40][NH:41][CH2:42][CH2:43]1>>[C:1]([CH3:2])([CH3:3])([CH3:4])[c:5]1[n:6][cH:7][c:8]([C:14]2=[N:18][C:17]([CH3:19])([c:20]3[cH:21][cH:22][c:23]([Cl:26])[cH:24][cH:25]3)[C:16]([CH3:27])([c:28]3[cH:29][cH:30][c:31]([Cl:34])[cH:32][cH:33]3)[N:15]2[C:35](=[O:36])[N:41]2[CH2:40][C:39](=[O:44])[NH:38][CH2:43][CH2:42]2)[c:9]([O:11][CH2:12][CH3:13])[n:10]1. Starting materials: CCN(CC)C(=O)c1cccc(F)c1, CCNCC, ClC(Cl)(Cl)C(Cl)(Cl)Cl, O=C(O)c1cccc(F)c1. Product: CCN(CC)C(=O)c1cccc(F)c1Cl. RXN SMILES: [CH2:1]([CH3:2])[N:3]([C:4]([c:5]1[cH:6][c:7]([F:11])[cH:8][cH:9][cH:10]1)=[O:12])[CH2:13][CH3:14].[CH2:25]([NH:26][CH2:27][CH3:28])[CH3:29].[Cl:30][C:31]([C:32]([Cl:33])([Cl:34])[Cl:35])([Cl:36])[Cl:37].[OH:15][C:16]([c:17]1[cH:18][c:19]([F:20])[cH:21][cH:22][cH:23]1)=[O:24]>>[CH2:1]([CH3:2])[N:3]([C:4]([c:5]1[c:6]([Cl:30])[c:7]([F:11])[cH:8][cH:9][cH:10]1)=[O:12])[CH2:13][CH3:14]. Starting materials: CCO, O=C(NC(Cc1cccnc1)C(=O)O)C1CCNCC1, c1cc(OCC2CO2)c2cccnc2c1, [NH-]C(CCCc1ccccc1)CCCc1ccccc1. Product: O=C(NC(Cc1cccnc1)C(=O)O)C1CCN(CC(O)COc2cccc3ncccc23)CC1, [NH-]C(CCCc1ccccc1)CCCc1ccccc1. Reaction SMILES: [CH3:56][CH2:57][OH:58].[NH:1]1[CH2:2][CH2:3][CH:4]([C:7](=[O:8])[NH:9][CH:10]([CH2:11][c:12]2[cH:13][n:14][cH:15][cH:16][cH:17]2)[C:18](=[O:19])[OH:20])[CH2:5][CH2:6]1.[O:41]1[CH:42]([CH2:44][O:45][c:46]2[c:47]3[cH:48][cH:49][cH:50][n:51][c:52]3[cH:53][cH:54][cH:55]2)[CH2:43]1.[c:21]1([CH2:27][CH2:28][CH2:29][CH:30]([CH2:31][CH2:32][CH2:33][c:34]2[cH:35][cH:36][cH:37][cH:38][cH:39]2)[NH-:40])[cH:22][cH:23][cH:24][cH:25][cH:26]1>>[N:1]1([CH2:43][CH:42]([OH:41])[CH2:44][O:45][c:46]2[c:47]3[cH:48][cH:49][cH:50][n:51][c:52]3[cH:53][cH:54][cH:55]2)[CH2:2][CH2:3][CH:4]([C:7](=[O:8])[NH:9][CH:10]([CH2:11][c:12]2[cH:13][n:14][cH:15][cH:16][cH:17]2)[C:18](=[O:19])[OH:20])[CH2:5][CH2:6]1.[c:21]1([CH2:27][CH2:28][CH2:29][CH:30]([CH2:31][CH2:32][CH2:33][c:34]2[cH:35][cH:36][cH:37][cH:38][cH:39]2)[NH-:40])[cH:22][cH:23][cH:24][cH:25][cH:26]1.